From a dataset of the Open Reaction Database (ORD), a public repository of structured organic reaction records. describe an organic reaction: reactants, conditions, products, and yield The reactants are ClC=1C(=NC(=C(C1[N+](=O)[O-])OC)Cl)C(=O)OC (methyl 3,6-dichloro-5-methoxy-4-nitropyridine-2-carboxylate), Cl[Sn]Cl (SnCl2), C([O-])(O)=O.[Na+] (sodium bicarbonate). Run in C(C)(=O)OCC (ethyl acetate). Conditions: temperature 70 celsius. The product is NC1=C(C(=NC(=C1OC)Cl)C(=O)OC)Cl (Methyl 4-Amino-3,6-dichloro-5-methoxypyridine-2-carboxylate). Yield: 93.9%. RXN SMILES: [Cl:1][C:2]1[C:3]([C:14]([O:16][CH3:17])=[O:15])=[N:4][C:5]([Cl:13])=[C:6]([O:11][CH3:12])[C:7]=1[N+:8]([O-])=O.Cl[Sn]Cl.C(=O)(O)[O-].[Na+]>C(OCC)(=O)C>[NH2:8][C:7]1[C:6]([O:11][CH3:12])=[C:5]([Cl:13])[N:4]=[C:3]([C:14]([O:16][CH3:17])=[O:15])[C:2]=1[Cl:1] |f:2.3|. Reported procedure: To methyl 3,6-dichloro-5-methoxy-4-nitropyridine-2-carboxylate (0.300 g, 1.06 mmol) in 5 mL of ethyl acetate was added SnCl2×2H2O (1.60 g, 7.1 mmol). The reaction mixture was heated to 70° C. for 30 min and then cooled to room temperature. Saturated sodium bicarbonate and a saturated solution of KHF2 were added to reaction mixture. The mixture was extracted with ethyl acetate and the layers were separated. The aqueous layer was washed 2 more times with ethyl acetate. The combined organic layers ...